Dataset: the Open Reaction Database (ORD), a public repository of structured organic reaction records. Task: describe an organic reaction: reactants, conditions, products, and yield Starting materials: NC=1C=C(C(=CC1)OC)OC (4-aminoveratrole), C(C)OC=C(C(=O)OCC)C(=O)OCC (diethyl ethoxymethylenemalonate). Solvent: CCCCCC (hexane), C1(=CC=CC=C1)OC1=CC=CC=C1 (diphenyl ether). Run at temperature 165 celsius. The product is C(=O)(OCC)C=1C=NC2=CC(=C(C=C2C1O)OC)OC (3-Carbethoxy-4-hydroxy-6,7-dimethoxyquinoline). As a reaction SMILES: [NH2:1][C:2]1[CH:3]=[C:4]([O:10][CH3:11])[C:5]([O:8][CH3:9])=[CH:6][CH:7]=1.C([O:14][CH:15]=[C:16]([C:22](OCC)=O)[C:17]([O:19][CH2:20][CH3:21])=[O:18])C>C1(OC2C=CC=CC=2)C=CC=CC=1.CCCCCC>[C:17]([C:16]1[CH:22]=[N:1][C:2]2[C:7]([C:15]=1[OH:14])=[CH:6][C:5]([O:8][CH3:9])=[C:4]([O:10][CH3:11])[CH:3]=2)([O:19][CH2:20][CH3:21])=[O:18]. Procedure: A mixture of 30.6 g of 4-aminoveratrole and 43.2 g of diethyl ethoxymethylenemalonate was heated at 100 for 2 h and at 165° C. for 0.75 h. The intermediate thus obtained was dissolved in 600 ml of diphenyl ether, and the resulting solution was heated at reflux temperature for 2 h, cooled, and diluted with hexane. The resulting solid was filtered, washed with hexane followed by ether, and dried to provide the tide compound as a brown solid, mp 275-285° C. Reactants: CC(C)N1CCN(c2ccc(Nc3cc(Br)cn(C)c3=O)nc2)CC1, CC(=O)OCc1c(Br)cc(F)cc1N1CCn2c(cc3c2CC(C)(C)C3)C1=O, O=C([O-])[O-], C1COCCO1, CC(=O)[O-], [K+], [Na+], [Na+], c1ccc(P(c2ccccc2)(c2ccccc2)[Pd](P(c2ccccc2)(c2ccccc2)c2ccccc2)(P(c2ccccc2)(c2ccccc2)c2ccccc2)P(c2ccccc2)(c2ccccc2)c2ccccc2)cc1. Yields the product CC(=O)OCc1c(-c2cc(Nc3ccc(N4CCN(C(C)C)CC4)cn3)c(=O)n(C)c2)cc(F)cc1N1CCn2c(cc3c2CC(C)(C)C3)C1=O. Reaction SMILES: [Br:1][c:2]1[cH:3][c:4]([NH:10][c:11]2[n:12][cH:13][c:14]([N:17]3[CH2:18][CH2:19][N:20]([CH:23]([CH3:24])[CH3:25])[CH2:21][CH2:22]3)[cH:15][cH:16]2)[c:5](=[O:9])[n:6]([CH3:8])[cH:7]1.[C:31]([CH3:32])(=[O:33])[O:34][CH2:35][c:36]1[c:37]([Br:58])[cH:38][c:39]([F:57])[cH:40][c:41]1[N:42]1[C:43](=[O:56])[c:44]2[cH:45][c:46]3[c:50]([n:51]2[CH2:52][CH2:53]1)[CH2:49][C:48]([CH3:54])([CH3:55])[CH2:47]3.[C:59](=[O:60])([O-:61])[O-:62].[CH2:142]1[O:143][CH2:144][CH2:145][O:146][CH2:147]1.[CH3:27][C:28](=[O:29])[O-:30].[K+:26].[Na+:63].[Na+:64].[cH:65]1[cH:66][cH:67][c:68]([P:69]([Pd:70]([P:71]([c:72]2[cH:73][cH:74][cH:75][cH:76][cH:77]2)([c:78]2[cH:79][cH:80][cH:81][cH:82][cH:83]2)[c:84]2[cH:85][cH:86][cH:87][cH:88][cH:89]2)([P:90]([c:91]2[cH:92][cH:93][cH:94][cH:95][cH:96]2)([c:97]2[cH:98][cH:99][cH:100][cH:101][cH:102]2)[c:103]2[cH:104][cH:105][cH:106][cH:107][cH:108]2)[P:109]([c:110]2[cH:111][cH:112][cH:113][cH:114][cH:115]2)([c:116]2[cH:117][cH:118][cH:119][cH:120][cH:121]2)[c:122]2[cH:123][cH:124][cH:125][cH:126][cH:127]2)([c:128]2[cH:129][cH:130][cH:131][cH:132][cH:133]2)[c:134]2[cH:135][cH:136][cH:137][cH:138][cH:139]2)[cH:140][cH:141]1>>[c:2]1(-[c:37]2[c:36]([CH2:35][O:34][C:31]([CH3:32])=[O:33])[c:41]([N:42]3[C:43](=[O:56])[c:44]4[cH:45][c:46]5[c:50]([n:51]4[CH2:52][CH2:53]3)[CH2:49][C:48]([CH3:54])([CH3:55])[CH2:47]5)[cH:40][c:39]([F:57])[cH:38]2)[cH:3][c:4]([NH:10][c:11]2[n:12][cH:13][c:14]([N:17]3[CH2:18][CH2:19][N:20]([CH:23]([CH3:24])[CH3:25])[CH2:21][CH2:22]3)[cH:15][cH:16]2)[c:5](=[O:9])[n:6]([CH3:8])[cH:7]1. The reactants are ClC1=NC(=C(C(=N1)N)OC)Cl (2,6-Dichloro-5-methoxypyrimidin-4-ylamine), C(C)(=O)[O-].[Na+] (sodium acetate), C1=CC=C(C=C1)P(CCCCP(C2=CC=CC=C2)C3=CC=CC=C3)C4=CC=CC=C4 (DPPB). Reagents/catalysts: C(C)(=O)[O-].[Pd+2].C(C)(=O)[O-] (palladium acetate). Run in C(C)O (ethanol). Reaction conditions: temperature 110 celsius. Yields the product C(C)OC(=O)C1=NC(=NC(=C1OC)N)Cl (6-Amino-2-chloro-5-methoxypyrimidine-4-carboxylic acid ethyl ester). Yield: 232.5%. As a reaction SMILES: [Cl:1][C:2]1[N:7]=[C:6]([NH2:8])[C:5]([O:9][CH3:10])=[C:4](Cl)[N:3]=1.[C:12]([O-:15])(=[O:14])C.[Na+].[CH:17]1C=CC(P(C2C=CC=CC=2)CCCCP(C2C=CC=CC=2)C2C=CC=CC=2)=C[CH:18]=1>C(O)C.C([O-])(=O)C.[Pd+2].C([O-])(=O)C>[CH2:17]([O:15][C:12]([C:4]1[C:5]([O:9][CH3:10])=[C:6]([NH2:8])[N:7]=[C:2]([Cl:1])[N:3]=1)=[O:14])[CH3:18] |f:1.2,5.6.7|. Reported procedure: 2,6-Dichloro-5-methoxypyrimidin-4-ylamine (5.0 g, 26 mmol) was combined in 75 mL absolute ethanol with sodium acetate (2.1 g, 26 mmol), palladium acetate (280 mg, 0.91 mmol) and DPPB (1.1 g, 2.6 mmol) in a 300 mL stirred pressure reactor. The reactor was purged and pressurized to 300 psi with carbon monoxide, and heated at 110° C. for 7 h. The volatiles were removed under vacuum and the residue was taken up in ethyl acetate and water. The aqueous phase was extracted with an additional ethyl acet... Reactants: CC1=CC=C(C=C1)S(=O)(=O)OC[C@@H](O)[C@@H]1C[C@@H]2[C@@H](OC(O2)(C)C)O1 ([(2R)-2-[(3aR,5S,6aR)-2,2-dimethyl-3a,5,6,6a-tetrahydrofuro[2,3-d][1,3]dioxol-5-yl]-2-hydroxy-ethyl] 4-methylbenzenesulfonate), CC1=CC=C(C=C1)S(=O)(=O)OC[C@@H](O)[C@@H]1C[C@@H]2[C@@H](OC(O2)(C)C)O1 ([(2R)-2-[(3aR,5S,6aR)-2,2-dimethyl-3a,5,6,6a-tetrahydrofuro[2,3-d][1,3]dioxol-5-yl]-2-hydroxy-ethyl] 4-methylbenzenesulfonate), C(=O)([O-])[O-].[K+].[K+] (K2CO3). The solvent is CO (methanol). Conditions: time 2 hour. The product is CC1(O[C@H]2[C@@H](O1)O[C@@H](C2)[C@H](COC)O)C ((1S)-1-[(3aR,5S,6aR)-2,2-dimethyl-3a,5,6,6a-tetrahydrofuro[2,3-d][1,3]dioxol-5-yl]-2-methoxy-ethanol). Yield: 83.4%. As a reaction SMILES: CC1C=CC(S([O:11][CH2:12][C@H:13]([C@H:15]2[O:24][C@@H:18]3[O:19][C:20]([CH3:23])([CH3:22])[O:21][C@@H:17]3[CH2:16]2)[OH:14])(=O)=O)=CC=1.[C:25]([O-])([O-])=O.[K+].[K+]>CO>[CH3:22][C:20]1([CH3:23])[O:19][C@H:18]2[O:24][C@H:15]([C@@H:13]([OH:14])[CH2:12][O:11][CH3:25])[CH2:16][C@H:17]2[O:21]1 |f:1.2.3|. Procedure: To a stirred solution of [(2S)-2-[(3aR,5S,6aR)-2,2-dimethyl-3a,5,6,6a-tetrahydrofuro[2,3-d][1,3]dioxol-5-yl]-2-hydroxy-ethyl] 4-methylbenzenesulfonate (compound 6a, 3.2 g, 8.9 mmol) in methanol (50 mL) was added K2CO3 (5.4 g, 40 mmol). After being stirred at room temperature for 2 hours, the resulting solution was concentrated in vacuo and the residue was purified by column chromatography on silica gel (eluting with 1:10 EtOAc in petroleum ether) to afford 1.62 g of (1S)-1-[(3aR,5S,6aR)-2,2-dime... The reactants are ClC(=O)OC (Methyl chloroformate), O=S1(CCC(C=C1)C1=CC=C(C=C1)N1C(O[C@H](C1)CNC(C(F)F)=O)=O)=O (N-[[(5S)-3-[4-(3,4-dihydro-1,1-dioxido-2H-thiopyran-4-yl)phenyl]-2-oxo-5-oxazolidinyl]methyl]-2,2-difluoroacetamide). Run in N1=CC=CC=C1 (pyridine), ClCCl (dichloromethane). Run at time 1 hour. Yields the product O=S1(CCC(C=C1)C1=CC=C(C=C1)N1C(O[C@H](C1)CNC(OC)=O)=O)=O ((S)-[[3-[4-(3,4-dihydro-1,1-dioxido-2H-thiopyran-4-yl)phenyl]-2-oxo-5-oxazolidinyl]methyl]carbamic acid, methyl ester). Yield: 77.6%. RXN SMILES: Cl[C:2]([O:4][CH3:5])=[O:3].[O:6]=[S:7]1(=[O:32])[CH:12]=[CH:11][CH:10]([C:13]2[CH:18]=[CH:17][C:16]([N:19]3[CH2:23][C@H:22]([CH2:24][NH:25]C(=O)C(F)F)[O:21][C:20]3=[O:31])=[CH:15][CH:14]=2)[CH2:9][CH2:8]1>N1C=CC=CC=1.ClCCl>[O:32]=[S:7]1(=[O:6])[CH:8]=[CH:9][CH:10]([C:13]2[CH:14]=[CH:15][C:16]([N:19]3[CH2:23][C@H:22]([CH2:24][NH:25][C:2](=[O:3])[O:4][CH3:5])[O:21][C:20]3=[O:31])=[CH:17][CH:18]=2)[CH2:11][CH2:12]1. Reported procedure: Methyl chloroformate (0.072 mL, 0.925 mmol) is added dropwise at 0° C. to to the crude amine hydrochloride prepared in Step 1 of Example 15 (0.316 g, 0.881 mmol) in a mixture of pyridine (4 mL) and dichloromethane (4 mL). The mixture is allowed to warm to room temperature, stirred for 1 hour, and then evaporated to dryness. The residue is purified by PTLC (10% methanol/dichloromethane) to give white solid (0.26 g, 78%). M.p. 196-7° C. Yields the product O=C(O)C(Sc1ccc(Cl)cc1)c1ccc(Oc2ccccc2)cc1. Reaction SMILES: [CH3:29][OH:30].[CH:31]([Cl:32])([Cl:33])[Cl:34].[Cl:1][c:2]1[cH:3][cH:4][c:5]([S:8][CH:9]([C:10](=[O:11])[O:12][CH3:13])[c:14]2[cH:15][cH:16][c:17]([O:20][c:21]3[cH:22][cH:23][cH:24][cH:25][cH:26]3)[cH:18][cH:19]2)[cH:6][cH:7]1.[K+:28].[OH-:27]>>[Cl:1][c:2]1[cH:3][cH:4][c:5]([S:8][CH:9]([C:10](=[O:11])[OH:12])[c:14]2[cH:15][cH:16][c:17]([O:20][c:21]3[cH:22][cH:23][cH:24][cH:25][cH:26]3)[cH:18][cH:19]2)[cH:6][cH:7]1. Starting materials: CO, ClC(Cl)Cl, COC(=O)C(Sc1ccc(Cl)cc1)c1ccc(Oc2ccccc2)cc1, [K+], [OH-]. Reactants: S1C(=CC=C1)C(=O)C1CCN(CC1)C(=O)OC(C)(C)C (4-[(thiophene-2-yl)carbonyl]-1-piperidinecarboxylic acid, 1,1-dimethylethyl ester), FC(C(=O)O)(F)F (trifluoroacetic acid). Solvent: C(C)OCC (ethyl ether). Conditions: time 2 hour. Yields the product S1C(=CC=C1)C(=O)C1CCNCC1 ((Thiophene-2-yl)(4-piperidinyl)methanone). As a reaction SMILES: [S:1]1[CH:5]=[CH:4][CH:3]=[C:2]1[C:6]([CH:8]1[CH2:13][CH2:12][N:11](C(OC(C)(C)C)=O)[CH2:10][CH2:9]1)=[O:7].FC(F)(F)C(O)=O>C(OCC)C>[S:1]1[CH:5]=[CH:4][CH:3]=[C:2]1[C:6]([CH:8]1[CH2:9][CH2:10][NH:11][CH2:12][CH2:13]1)=[O:7]. Reported procedure: Mix 4-[(thiophene-2-yl)carbonyl]-1-piperidinecarboxylic acid, 1,1-dimethylethyl ester (12.9 g, 43.67 mmol) and trifluoroacetic acid (80 mL) and stir at room temperature for 2 hours. Cool in an ice/water bath and dilute with ethyl ether. Collect the resulting solid by filtration, wash with ethyl acetate and recrystallize (methanol/ethyl ether) to give the title compound as an off-white solid; mp 186°-187° C. Reactants: [Al+3], CCC(C)COc1ccc(C(NC(=O)OC(C)(C)C)C(=O)OC)cc1, CCOC(C)=O, [H-], [H-], [H-], [H-], [K+], [Li+], C1CCOC1, [OH-]. Product: CCC(C)COc1ccc(C(CO)NC(=O)OC(C)(C)C)cc1. Reaction SMILES: [Al+3:2].[C:12]([CH3:13])([CH3:14])([CH3:15])[O:16][C:17](=[O:18])[NH:19][CH:20]([C:21](=[O:22])[O:23][CH3:24])[c:25]1[cH:26][cH:27][c:28]([O:31][CH2:32][CH:33]([CH2:34][CH3:35])[CH3:36])[cH:29][cH:30]1.[CH3:39][CH2:40][O:41][C:42](=[O:43])[CH3:44].[H-:1].[H-:4].[H-:5].[H-:6].[K+:38].[Li+:3].[O:7]1[CH2:8][CH2:9][CH2:10][CH2:11]1.[OH-:37]>>[C:12]([CH3:13])([CH3:14])([CH3:15])[O:16][C:17](=[O:18])[NH:19][CH:20]([CH2:21][OH:22])[c:25]1[cH:26][cH:27][c:28]([O:31][CH2:32][CH:33]([CH2:34][CH3:35])[CH3:36])[cH:29][cH:30]1. Starting materials: CCO, CC(C)[Si](OC1CCC(c2cccc(F)c2F)C(N=[N+]=[N-])c2cccnc21)(C(C)C)C(C)C, [Pd]. The product is CC(C)[Si](OC1CCC(c2cccc(F)c2F)C(N)c2cccnc21)(C(C)C)C(C)C. RXN SMILES: [CH3:34][CH2:35][OH:36].[N:1](=[N+:2]=[N-:3])[CH:4]1[CH:5]([c:26]2[c:27]([F:33])[c:28]([F:32])[cH:29][cH:30][cH:31]2)[CH2:6][CH2:7][CH:8]([O:15][Si:16]([CH:17]([CH3:18])[CH3:19])([CH:20]([CH3:21])[CH3:22])[CH:23]([CH3:24])[CH3:25])[c:9]2[n:10][cH:11][cH:12][cH:13][c:14]21.[Pd:37]>>[NH2:1][CH:4]1[CH:5]([c:26]2[c:27]([F:33])[c:28]([F:32])[cH:29][cH:30][cH:31]2)[CH2:6][CH2:7][CH:8]([O:15][Si:16]([CH:17]([CH3:18])[CH3:19])([CH:20]([CH3:21])[CH3:22])[CH:23]([CH3:24])[CH3:25])[c:9]2[n:10][cH:11][cH:12][cH:13][c:14]21. The reactants are CCO, CC(C)(C)[Si](C)(C)OC(O)C(O)C(O)(O[Si](C)(C)C(C)(C)C)C(F)(F)C(=O)n1cnc2c(Cl)ncnc21, N. Product: CC(C)(C)[Si](C)(C)OC(O)C(O)C(O)(O[Si](C)(C)C(C)(C)C)C(F)(F)C(=O)n1cnc2c(N)ncnc21. RXN SMILES: [CH3:39][CH2:40][OH:41].[Cl:1][c:2]1[c:3]2[n:4][cH:5][n:6]([C:11](=[O:12])[C:13]([C:14]([OH:15])([CH:16]([OH:17])[CH:18]([OH:19])[O:20][Si:21]([CH3:22])([CH3:23])[C:24]([CH3:25])([CH3:26])[CH3:27])[O:28][Si:29]([CH3:30])([CH3:31])[C:32]([CH3:33])([CH3:34])[CH3:35])([F:36])[F:37])[c:7]2[n:8][cH:9][n:10]1.[NH3:38]>>[c:2]1([NH2:38])[c:3]2[n:4][cH:5][n:6]([C:11](=[O:12])[C:13]([C:14]([OH:15])([CH:16]([OH:17])[CH:18]([OH:19])[O:20][Si:21]([CH3:22])([CH3:23])[C:24]([CH3:25])([CH3:26])[CH3:27])[O:28][Si:29]([CH3:30])([CH3:31])[C:32]([CH3:33])([CH3:34])[CH3:35])([F:36])[F:37])[c:7]2[n:8][cH:9][n:10]1.